Dataset: the Open Reaction Database (ORD), a public repository of structured organic reaction records. Task: describe an organic reaction: reactants, conditions, products, and yield Reactants: CCOC(=O)c1ccc(C(F)(F)F)nc1Br, CS(N)(=O)=O, CN1CCCC1=O, [F-], [H-], [H][H], [K+], [Na+], C1CCOC1. The product is CCOC(=O)c1ccc(C(F)(F)F)nc1NS(C)(=O)=O. Reaction SMILES: [Br:10][c:11]1[c:12]([C:13](=[O:14])[O:15][CH2:16][CH3:17])[cH:18][cH:19][c:20]([C:22]([F:23])([F:24])[F:25])[n:21]1.[CH3:1][S:2](=[O:3])(=[O:4])[NH2:5].[CH3:28][N:29]1[CH2:30][CH2:31][CH2:32][C:33]1=[O:34].[F-:26].[H-:6].[H:8][H:9].[K+:27].[Na+:7].[O:35]1[CH2:36][CH2:37][CH2:38][CH2:39]1>>[CH3:1][S:2](=[O:3])(=[O:4])[NH:5][c:11]1[c:12]([C:13](=[O:14])[O:15][CH2:16][CH3:17])[cH:18][cH:19][c:20]([C:22]([F:23])([F:24])[F:25])[n:21]1. The reactants are PdCl2(CH3CN)2, CC(C)C1=CC(=C(C(=C1)C(C)C)C2=C(C=CC=C2)P(C3CCCCC3)C4CCCCC4)C(C)C (X-phos), CsCO3, C[Si](C)(C)C#C (trimethylsilylacetylene), BrC=1C=C2CCC(C(C2=CC1OC)(C)C)=O (6-Bromo-7-methoxy-1,1-dimethyl-3,4-dihydro-1H-naphthalen-2-one). Run in C(C)#N (acetonitrile), C(C)(=O)OCC (ethyl acetate). Run at temperature 85 celsius, time 2 hour. The product is C(#C)C=1C=C2CCC(C(C2=CC1OC)(C)C)=O (6-Ethynyl-7-methoxy-1,1-dimethyl-3,4-dihydro-1H-naphthalen-2-one). Isolated yield 430.1%. As a reaction SMILES: Br[C:2]1[CH:3]=[C:4]2[C:9](=[CH:10][C:11]=1[O:12][CH3:13])[C:8]([CH3:15])([CH3:14])[C:7](=[O:16])[CH2:6][CH2:5]2.[CH3:17][CH:18](C1C=C(C(C)C)C(C2C=CC=CC=2P(C2CCCCC2)C2CCCCC2)=C(C(C)C)C=1)C.C[Si](C#C)(C)C>C(#N)C.C(OCC)(=O)C>[C:17]([C:2]1[CH:3]=[C:4]2[C:9](=[CH:10][C:11]=1[O:12][CH3:13])[C:8]([CH3:15])([CH3:14])[C:7](=[O:16])[CH2:6][CH2:5]2)#[CH:18]. Procedure details: 6-Bromo-7-methoxy-1,1-dimethyl-3,4-dihydro-1H-naphthalen-2-one (1 g) was dissolved in acetonitrile (50 ml), added with PdCl2(CH3CN)2 (45 mg), X-phos (168 mg), CsCO3 (1.2 g) and trimethylsilylacetylene (0.9 ml), and the mixture was stirred at 85° C. for 2 hrs. The reaction mixture was diluted with ethyl acetate (100 ml). The organic layer was washed twice with 10% brine and concentrated under reduced pressure. The resulting residues were dissolved in THF (10 ml), added with the THF solution (4 ml... Starting materials: [OH-].[Na+] (Sodium hydroxide), FC1=C(C=CC=C1F)O (2,3-difluorophenol), BrCC (bromoethane). Reagents/catalysts: [Br-].C(CCC)[N+](CCCC)(CCCC)CCCC (tetrabutylammonium bromide). The solvent is O (water). Reaction conditions: temperature 80 celsius, time 6 hour. Product: C(C)OC1=C(C(=CC=C1)F)F (1-ethoxy-2,3-difluorobenzene). Yield: 97.0%. RXN SMILES: [OH-].[Na+].[F:3][C:4]1[C:9]([F:10])=[CH:8][CH:7]=[CH:6][C:5]=1[OH:11].Br[CH2:13][CH3:14]>[Br-].C([N+](CCCC)(CCCC)CCCC)CCC.O>[CH2:13]([O:11][C:5]1[CH:6]=[CH:7][CH:8]=[C:9]([F:10])[C:4]=1[F:3])[CH3:14] |f:0.1,4.5|. Procedure details: Sodium hydroxide (75.9 g) was added to a water (400 ml) solution of 2,3-difluorophenol (T-1) (195.0 g), bromoethane (196.2 g) and tetrabutylammonium bromide (TBAB) (24.2 g), and the mixture was heated with stirring at 80° C. for 6 hours under an atmosphere of nitrogen. After the completion of the reaction, the reaction mixture was extracted with heptane, and the organic layer was washed with water and brine, and then dried over anhydrous magnesium sulfate. The solution was concentrated under red...